This data is from the Open Reaction Database (ORD), a public repository of structured organic reaction records. The task is: describe an organic reaction: reactants, conditions, products, and yield The reactants are CCOC(=O)CC(C)(C)Cc1ccc(OCCCNc2ccccn2)c(OC)c1, CO, [Na+], [OH-], O=C(O)C(F)(F)F. Product: COc1cc(CC(C)(C)CC(=O)O)ccc1OCCCNc1ccccn1. RXN SMILES: [CH3:1][O:2][c:3]1[cH:4][c:5]([CH2:20][C:21]([CH2:22][C:23](=[O:24])[O:25][CH2:26][CH3:27])([CH3:28])[CH3:29])[cH:6][cH:7][c:8]1[O:9][CH2:10][CH2:11][CH2:12][NH:13][c:14]1[n:15][cH:16][cH:17][cH:18][cH:19]1.[CH3:37][OH:38].[Na+:40].[OH-:39].[OH:30][C:31]([C:32]([F:33])([F:34])[F:35])=[O:36]>>[CH3:1][O:2][c:3]1[cH:4][c:5]([CH2:20][C:21]([CH2:22][C:23](=[O:24])[OH:25])([CH3:28])[CH3:29])[cH:6][cH:7][c:8]1[O:9][CH2:10][CH2:11][CH2:12][NH:13][c:14]1[n:15][cH:16][cH:17][cH:18][cH:19]1. Reactants: CCCCCCCCO, CCN(C(C)C)C(C)C, O=C(Cl)OCCl, ClCCl, O. The product is CCCCCCCCOC(=O)OCCl. RXN SMILES: [CH2:1]([CH2:2][CH2:3][CH2:4][CH2:5][CH2:6][CH2:7][CH3:8])[OH:9].[CH:10]([N:11]([CH:12]([CH3:13])[CH3:14])[CH2:15][CH3:16])([CH3:17])[CH3:18].[Cl:19][C:20](=[O:21])[O:22][CH2:23][Cl:24].[Cl:26][CH2:27][Cl:28].[OH2:25]>>[CH2:1]([CH2:2][CH2:3][CH2:4][CH2:5][CH2:6][CH2:7][CH3:8])[O:9][C:20](=[O:21])[O:22][CH2:23][Cl:24]. Reactants: CO, CC(C)(C)OC(=O)C=Cc1ccc(C(F)(F)F)nc1. Product: CC(C)(C)OC(=O)CCc1ccc(C(F)(F)F)nc1. As a reaction SMILES: [CH3:20][OH:21].[F:1][C:2]([c:3]1[cH:4][cH:5][c:6]([CH:9]=[CH:10][C:11](=[O:12])[O:13][C:14]([CH3:15])([CH3:16])[CH3:17])[cH:7][n:8]1)([F:18])[F:19]>>[F:1][C:2]([c:3]1[cH:4][cH:5][c:6]([CH2:9][CH2:10][C:11](=[O:12])[O:13][C:14]([CH3:15])([CH3:16])[CH3:17])[cH:7][n:8]1)([F:18])[F:19]. Starting materials: ClC1=NC=CC(=C1)C1=NC(=CC(=C1)C(F)(F)F)C1=CC=C(C=C1)C(F)(F)F (2′-chloro-4-trifluoromethyl-6-(4-trifluoromethyl-phenyl)-[2,4′]bipyridinyl), C(C)(C)(C)NS(=O)(=O)C=1C=C(C=CC1)B(O)O (3-(tert-butylsulfamoyl)-benzeneboronic acid). Yields the product C(C)(C)(C)NS(=O)(=O)C1=CC(=CC=C1)C1=NC=CC(=C1)C1=NC(=CC(=C1)C(F)(F)F)C1=CC=C(C=C1)C(F)(F)F (N-tert-Butyl-3-[4-trifluoromethyl-6-(4-trifluoromethyl-phenyl)-[2,4′]bipyridinyl-2′-yl]-benzenesulfonamide), solid. The yield is 65.0%. As a reaction SMILES: Cl[C:2]1[CH:7]=[C:6]([C:8]2[CH:13]=[C:12]([C:14]([F:17])([F:16])[F:15])[CH:11]=[C:10]([C:18]3[CH:23]=[CH:22][C:21]([C:24]([F:27])([F:26])[F:25])=[CH:20][CH:19]=3)[N:9]=2)[CH:5]=[CH:4][N:3]=1.[C:28]([NH:32][S:33]([C:36]1[CH:37]=[C:38](B(O)O)[CH:39]=[CH:40][CH:41]=1)(=[O:35])=[O:34])([CH3:31])([CH3:30])[CH3:29]>>[C:28]([NH:32][S:33]([C:36]1[CH:37]=[CH:38][CH:39]=[C:40]([C:2]2[CH:7]=[C:6]([C:8]3[CH:13]=[C:12]([C:14]([F:17])([F:16])[F:15])[CH:11]=[C:10]([C:18]4[CH:23]=[CH:22][C:21]([C:24]([F:27])([F:26])[F:25])=[CH:20][CH:19]=4)[N:9]=3)[CH:5]=[CH:4][N:3]=2)[CH:41]=1)(=[O:35])=[O:34])([CH3:31])([CH3:29])[CH3:30]. Reported procedure: The title compound was prepared from 2′-chloro-4-trifluoromethyl-6-(4-trifluoromethyl-phenyl)-[2,4′]bipyridinyl (example E.27) (0.403 g, 1.0 mmol) and commercially available 3-(tert-butylsulfamoyl)-benzeneboronic acid (0.334 g, 1.3 mmol) according to the general procedure VI. Obtained as a light yellow solid (0.375 g, 65%). MS (ISP) 580.3 [(M+H)+]; mp 196° C. Reaction SMILES: [Cl:1][C:2]1[CH:3]=[N:4][CH:5]=[C:6]([Cl:27])[C:7]=1[NH:8][C:9]([C:11]1[C:16]2[CH:17]=[C:18]([C:20]([O:22]CC)=[O:21])[O:19][C:15]=2[C:14]([O:25][CH3:26])=[CH:13][CH:12]=1)=[O:10].[OH-].[Na+].Cl>CO>[Cl:27][C:6]1[CH:5]=[N:4][CH:3]=[C:2]([Cl:1])[C:7]=1[NH:8][C:9]([C:11]1[C:16]2[CH:17]=[C:18]([C:20]([OH:22])=[O:21])[O:19][C:15]=2[C:14]([O:25][CH3:26])=[CH:13][CH:12]=1)=[O:10] |f:1.2|. Conditions: time 2 hour. Reactants: [OH-].[Na+] (NaOH), ClC=1C=NC=C(C1NC(=O)C1=CC=C(C2=C1C=C(O2)C(=O)OCC)OC)Cl (Ethyl 4-[(3,5-dichloro-4-pyridyl)carbamoyl]-7-methoxybenzofuran-2-carboxylate), Cl (HCl). Procedure details: Ethyl 4-[(3,5-dichloro-4-pyridyl)carbamoyl]-7-methoxybenzofuran-2-carboxylate (6.1 g) was dissolved in methanol (80 ml), 1 N aqueous NaOH (40 ml) was added thereto under cooling on ice, and the mixture was returned to room temperature and stirred for 2 hours. The reaction mixture was acidified by dropwise adding 1 N aqueous HCl under cooling on ice, and the precipitated crystals were collected by filtration and washed with water to give Compound K (5.6 g, 98%). Solvent: CO (methanol). Yields the product ClC=1C=NC=C(C1NC(=O)C1=CC=C(C2=C1C=C(O2)C(=O)O)OC)Cl (4-[(3,5-Dichloro-4-pyridyl)carbamoyl]-7-methoxybenzofuran-2-carboxylic Acid). Isolated yield 98.6%. Reactants: suspension, C(C)(=O)O (acetic acid), C(CC)=O (propionaldehyde), CN1CCCC1=O (NMP), CC(C)(C)[O-].[K+] (KOtBu), CC(C)(C)[O-].[K+] (KOtBu), CC1=CNC2=CC=CC=C12 (3-methylindole). Run in O (water), CCCCCCC (n-heptane), O (water). Run at temperature 20 celsius, time 1 hour. Product: CC1=CNC2=CC=CC=C12 (3-methylindole), CC1=CN(C2=CC=CC=C12)N=CCC (3-methyl-N-(propylidene)-1H-indol-1-amine). Yield: 81.0%. Reaction SMILES: CC([O-])(C)C.[K+].[CH3:7][C:8]1[C:16]2[C:11](=[CH:12][CH:13]=[CH:14][CH:15]=2)[NH:10][CH:9]=1.C(O)(=O)C.C(=O)CC.C[N:26]1C(=O)[CH2:29][CH2:28][CH2:27]1>CCCCCCC.O>[CH3:7][C:8]1[C:16]2[C:11](=[CH:12][CH:13]=[CH:14][CH:15]=2)[NH:10][CH:9]=1.[CH3:7][C:8]1[C:16]2[C:11](=[CH:12][CH:13]=[CH:14][CH:15]=2)[N:10]([N:26]=[CH:27][CH2:28][CH3:29])[CH:9]=1 |f:0.1|. Reported procedure: A solution of 10 kg (76.2 mol) 3-methylindole in 50 kg NMP is prepared, and add an initial amount of 0.08–0.12 eq. KOtBu-solution to the 3-methylindole solution. The HOSA and the KOtBu solutions are added over a period of 120 min simultaneously and proportionally over mass flow meters at 20° C. to the reaction mixture. After the addition is completed, add to the resulting dark brown suspension 6.9 L (381 mol) water, 13.7 kg (228.6 mol) acetic acid (100%) and 7.5 kg (129.2 mol) propionaldehyde. S... Yields the product O1CCN(CC1)CCCCCC[C@@H]1[C@@H]2C=3C=CC(=CC3CC[C@]2([C@@H]2CC[C@@H]([C@@]2(C)C1)O)C=C)O (11β-(6-Morpholinohexyl)-8-vinylestra-1,3,5(10)-triene-3,17β-diol). Procedure: In the reaction with morpholine (10 equivalents) with the addition of sodium carbonate analogously to instructions 17.2, 32 mg of mixture 30b yields 32 mg of amine 35b as a colorless foam (GC-MS: m/z theor.: 467, pract.: 467). Starting materials: N1CCOCC1 (morpholine), C([O-])([O-])=O.[Na+].[Na+] (sodium carbonate), ClCCCCCC[C@@H]1[C@@H]2C=3C=CC(=CC3CC[C@]2([C@@H]2CC[C@@H]([C@@]2(C)C1)O)C=C)O (11β-(6-Chlorohexyl)-8-vinyl-estra-1,3,5(10)-triene-3,17β-diol). RXN SMILES: [NH:1]1[CH2:6][CH2:5][O:4][CH2:3][CH2:2]1.C(=O)([O-])[O-].[Na+].[Na+].Cl[CH2:14][CH2:15][CH2:16][CH2:17][CH2:18][CH2:19][C@H:20]1[CH2:37][C@@:35]2([CH3:36])[C@@H:31]([CH2:32][CH2:33][C@@H:34]2[OH:38])[C@@:30]2([CH:39]=[CH2:40])[C@H:21]1[C:22]1[CH:23]=[CH:24][C:25]([OH:41])=[CH:26][C:27]=1[CH2:28][CH2:29]2>>[O:4]1[CH2:5][CH2:6][N:1]([CH2:14][CH2:15][CH2:16][CH2:17][CH2:18][CH2:19][C@H:20]2[CH2:37][C@@:35]3([CH3:36])[C@@H:31]([CH2:32][CH2:33][C@@H:34]3[OH:38])[C@@:30]3([CH:39]=[CH2:40])[C@H:21]2[C:22]2[CH:23]=[CH:24][C:25]([OH:41])=[CH:26][C:27]=2[CH2:28][CH2:29]3)[CH2:2][CH2:3]1 |f:1.2.3|.